Task: describe an organic reaction: reactants, conditions, products, and yield. Dataset: the Open Reaction Database (ORD), a public repository of structured organic reaction records The reactants are ClC1=NC=CC2=CC(=CC=C12)S(=O)(=O)NC=1SC=CN1 (1-chloro-N-(thiazol-2-yl)isoquinoline-6-sulfonamide), C([O-])([O-])=O.[K+].[K+] (potassium carbonate), N1CCOCC1 (Morpholine). The solvent is O (water), CN(C)C=O (DMF). Conditions: temperature 110 celsius, time 8 hour. The product is O1CCN(CC1)C1=NC=CC2=CC(=CC=C12)S(=O)(=O)NC=1SC=CN1 (1-morpholino-N-(thiazol-2-yl)isoquinoline-6-sulfonamide). Reaction SMILES: Cl[C:2]1[C:11]2[C:6](=[CH:7][C:8]([S:12]([NH:15][C:16]3[S:17][CH:18]=[CH:19][N:20]=3)(=[O:14])=[O:13])=[CH:9][CH:10]=2)[CH:5]=[CH:4][N:3]=1.C(=O)([O-])[O-].[K+].[K+].[NH:27]1[CH2:32][CH2:31][O:30][CH2:29][CH2:28]1>CN(C=O)C.O>[O:30]1[CH2:31][CH2:32][N:27]([C:2]2[C:11]3[C:6](=[CH:7][C:8]([S:12]([NH:15][C:16]4[S:17][CH:18]=[CH:19][N:20]=4)(=[O:14])=[O:13])=[CH:9][CH:10]=3)[CH:5]=[CH:4][N:3]=2)[CH2:28][CH2:29]1 |f:1.2.3|. Procedure: 1-chloro-N-(thiazol-2-yl)isoquinoline-6-sulfonamide (0.200 g, 0.614 mmol) and potassium carbonate (0.424 g, 3.07 mmol) were dissolved in DMF (4.09 ml). Morpholine (0.535 ml, 6.14 mmol) was added and the reaction was stirred overnight at 110° C. The reaction was diluted with water and extracted twice with ethyl acetate. The aqueous layer was acidified to a pH of about 1 with concentrated HCl solution and extracted twice with ethyl acetate. The aqueous layer was passed through an SCX ion exchange ...